Dataset: the Open Reaction Database (ORD), a public repository of structured organic reaction records. Task: describe an organic reaction: reactants, conditions, products, and yield The reactants are NC=1C=C2C(=C(N(C2=CC1)C(C1=CC=CC=C1)C1=CC=CC=C1)C(=O)OCC)C1=CC=CC=C1 (ethyl 5-amino-1-benzhydryl-3-phenyl-1H-indole-2-carboxylate), CS(=O)(=O)Cl (methanesulfonyl chloride). The product is C(C1=CC=CC=C1)(C1=CC=CC=C1)N1C(=C(C2=CC(=CC=C12)NS(=O)(=O)C)C1=CC=CC=C1)C(=O)O (1-benzhydryl-5-[(methylsulfonyl)amino]-3-phenyl-1H-indole-2-carboxylic acid). Reaction SMILES: [NH2:1][C:2]1[CH:3]=[C:4]2[C:8](=[CH:9][CH:10]=1)[N:7]([CH:11]([C:18]1[CH:23]=[CH:22][CH:21]=[CH:20][CH:19]=1)[C:12]1[CH:17]=[CH:16][CH:15]=[CH:14][CH:13]=1)[C:6]([C:24]([O:26]CC)=[O:25])=[C:5]2[C:29]1[CH:34]=[CH:33][CH:32]=[CH:31][CH:30]=1.[CH3:35][S:36](Cl)(=[O:38])=[O:37]>>[CH:11]([N:7]1[C:8]2[C:4](=[CH:3][C:2]([NH:1][S:36]([CH3:35])(=[O:38])=[O:37])=[CH:10][CH:9]=2)[C:5]([C:29]2[CH:30]=[CH:31][CH:32]=[CH:33][CH:34]=2)=[C:6]1[C:24]([OH:26])=[O:25])([C:12]1[CH:13]=[CH:14][CH:15]=[CH:16][CH:17]=1)[C:18]1[CH:23]=[CH:22][CH:21]=[CH:20][CH:19]=1. Procedure details: The title compound was prepared from ethyl 5-amino-1-benzhydryl-3-phenyl-1H-indole-2-carboxylate and methanesulfonyl chloride followed the procedure of Example 1 Step 3 as an off-white solid: 1H NMR (DMSO-d6) δ 2.85 (s, 3H, 6.79 (d, J=9.0 Hz, 1H, 6.95 (dd, J=9.0, 2.0 Hz, 1H, 7.19 (d, J=7.4 Hz, 4H, 7.30-7.50 (m, 12H, 7.91 (s, 1H, 9.37 (s, 1H, 13.21 (br s, 1H; MS (ESI) m/z 495 [M-H]−; HRMS calcd for C29H25N2O4S: 497.1533; found (ESI+): 497.1522; Anal. calcd for C29H24N2O4S.0.7H2O: C, 68.41; H, 5.0...